From a dataset of the Open Reaction Database (ORD), a public repository of structured organic reaction records. describe an organic reaction: reactants, conditions, products, and yield Starting materials: BrCc1ccccc1, Cc1ccccc1, Oc1cccnc1-c1ccccc1. Reaction SMILES: [Br:14][CH2:15][c:16]1[cH:17][cH:18][cH:19][cH:20][cH:21]1.[CH3:22][c:23]1[cH:24][cH:25][cH:26][cH:27][cH:28]1.[OH:1][c:2]1[c:3](-[c:8]2[cH:9][cH:10][cH:11][cH:12][cH:13]2)[n:4][cH:5][cH:6][cH:7]1>>[Br-:14].[OH:1][c:2]1[c:3](-[c:8]2[cH:9][cH:10][cH:11][cH:12][cH:13]2)[n+:4]([CH2:15][c:16]2[cH:17][cH:18][cH:19][cH:20][cH:21]2)[cH:5][cH:6][cH:7]1. The product is [Br-], Oc1ccc[n+](Cc2ccccc2)c1-c1ccccc1.